This data is from the Open Reaction Database (ORD), a public repository of structured organic reaction records. The task is: describe an organic reaction: reactants, conditions, products, and yield The reactants are O=C([O-])[O-], CCOC(=O)C(C)(C)CCCC(Br)c1ccccc1Cl, [K+], [K+], CN(C)C=O, O, c1cc2c(s1)CCNC2. Product: CCOC(=O)C(C)(C)CCCC(c1ccccc1Cl)N1CCc2sccc2C1. Reaction SMILES: [C:30](=[O:31])([O-:32])[O-:33].[CH2:10]([CH3:11])[O:12][C:13]([C:14]([CH2:15][CH2:16][CH2:17][CH:18]([c:19]1[c:20]([Cl:25])[cH:21][cH:22][cH:23][cH:24]1)[Br:26])([CH3:27])[CH3:28])=[O:29].[K+:34].[K+:35].[O:37]=[CH:38][N:39]([CH3:40])[CH3:41].[OH2:36].[s:1]1[cH:2][cH:3][c:4]2[c:9]1[CH2:8][CH2:7][NH:6][CH2:5]2>>[s:1]1[cH:2][cH:3][c:4]2[c:9]1[CH2:8][CH2:7][N:6]([CH:18]([CH2:17][CH2:16][CH2:15][C:14]([C:13]([O:12][CH2:10][CH3:11])=[O:29])([CH3:27])[CH3:28])[c:19]1[c:20]([Cl:25])[cH:21][cH:22][cH:23][cH:24]1)[CH2:5]2. The reactants are CC=1C=C2CCCNC2=CC1 (6-methyl-1,2,3,4-tetrahydroquinoline), C(CC(=O)C)(=O)OCC (ethyl acetoacetate). The reagents and catalysts are N1=CC=CC=C1 (pyridine). Solvent: C=1(C(=CC=CC1)C)C (xylene). Yields the product C(CC(=O)C)(=O)N1CCCC2=CC(=CC=C12)C (1-acetoacetyl-6-methyl-1,2,3,4-tetrahydroquinoline). Yield: 36.1%. Reaction SMILES: [CH3:1][C:2]1[CH:3]=[C:4]2[C:9](=[CH:10][CH:11]=1)[NH:8][CH2:7][CH2:6][CH2:5]2.[C:12](OCC)(=[O:17])[CH2:13][C:14]([CH3:16])=[O:15]>C1(C)C(C)=CC=CC=1.N1C=CC=CC=1>[C:12]([N:8]1[C:9]2[C:4](=[CH:3][C:2]([CH3:1])=[CH:11][CH:10]=2)[CH2:5][CH2:6][CH2:7]1)(=[O:17])[CH2:13][C:14]([CH3:16])=[O:15]. Procedure: A solution of 6-methyl-1,2,3,4-tetrahydroquinoline (3.0 g) and ethyl acetoacetate (2.8 g) in xylene (7.0 ml) containing 2 drops of dry pyridine was refluxed for 12 hours. The solution was then allowed to cool to room temperature, washed in turn with 2N hydrochloric acid (2× 20 ml) and water (2 × 20 ml), dried over anhydrous magnesium sulphate and evaporated under reduced pressure at 100° to dryness, yielding 1-acetoacetyl-6-methyl-1,2,3,4-tetrahydroquinoline (1.7 g) as a crude solid, to be used ... Starting materials: BrCC(=O)CBr (1,3-dibromacetone), BrC=1C=CC(=NC1)NC(=S)N ((5-Bromo-pyridine-2-yl)-thiourea), O (water). Run in CN(C)C=O (DMF). Run at temperature 70 celsius, time 2 hour. Product: BrCC=1N=C(SC1)NC1=NC=C(C=C1)Br ((4-bromomethyl-thiazole-2-yl)-(5-bromo-pyridine-2-yl)-amine). The yield is 16.0%. RXN SMILES: [Br:1][C:2]1[CH:3]=[CH:4][C:5]([NH:8][C:9]([NH2:11])=[S:10])=[N:6][CH:7]=1.[Br:12][CH2:13][C:14]([CH2:16]Br)=O.O>CN(C=O)C>[Br:12][CH2:13][C:14]1[N:11]=[C:9]([NH:8][C:5]2[CH:4]=[CH:3][C:2]([Br:1])=[CH:7][N:6]=2)[S:10][CH:16]=1. Procedure details: (5-Bromo-pyridine-2-yl)-thiourea (2.5 mmol) is dissolved in DMF (5 ml) and 1,3-dibromacetone (1 eq.) is added and stirred 2 h at 70° C. After cooling to RT, the reaction solution is poured into water and the resulting precipitate is filtered, washed with water and dried 16 h in vacuo at 40° C. After column chromatography (ethyl acetate/methanol) (4-bromomethyl-thiazole-2-yl)-(5-bromo-pyridine-2-yl)-amine is obtained as a colourless powder with a yield of 16%. HPLC (method C): 1.92 min; LC-MS (me... The reactants are CCN=C=NCCCN(C)C, CCN(C(C)C)C(C)C, Cl, Cl, FC(F)(F)c1ccccc1SC1CCNCC1, CN(C)C=O, O, On1nnc2ccccc21, O=C(O)CNC(=O)c1cc(-c2ccccc2)[nH]n1. Yields the product O=C(NCC(=O)N1CCC(Sc2ccccc2C(F)(F)F)CC1)c1cc(-c2ccccc2)[nH]n1. As a reaction SMILES: [CH3:38][CH2:39][N:40]=[C:41]=[N:42][CH2:43][CH2:44][CH2:45][N:46]([CH3:47])[CH3:48].[CH:19]([N:20]([CH2:21][CH3:22])[CH:23]([CH3:24])[CH3:25])([CH3:26])[CH3:27].[ClH:49].[ClH:50].[F:51][C:52]([c:53]1[c:54]([S:59][CH:60]2[CH2:61][CH2:62][NH:63][CH2:64][CH2:65]2)[cH:55][cH:56][cH:57][cH:58]1)([F:66])[F:67].[O:68]=[CH:69][N:70]([CH3:71])[CH3:72].[OH2:73].[OH:28][n:29]1[c:30]2[c:31]([cH:32][cH:33][cH:34][cH:35]2)[n:36][n:37]1.[c:1]1(-[c:7]2[cH:8][c:9]([C:12](=[O:13])[NH:14][CH2:15][C:16](=[O:17])[OH:18])[n:10][nH:11]2)[cH:2][cH:3][cH:4][cH:5][cH:6]1>>[c:1]1(-[c:7]2[cH:8][c:9]([C:12](=[O:13])[NH:14][CH2:15][C:16](=[O:18])[N:63]3[CH2:62][CH2:61][CH:60]([S:59][c:54]4[c:53]([C:52]([F:51])([F:66])[F:67])[cH:58][cH:57][cH:56][cH:55]4)[CH2:65][CH2:64]3)[n:10][nH:11]2)[cH:2][cH:3][cH:4][cH:5][cH:6]1. Reported procedure: A solution of the methyl5-[3-amino-4-(methylamino)phenoxy]pyridine-3-carboxylate (1 eq) in methanol (8 ml) was treated with 4-bromophenylisothiocyanate (1 eq) and stirred at 60° C.-65° C. for 2 hours. The reaction mixture was cooled down to room temperature and methyl iodide (1 eq) was added and stirred overnight at 60° C. The reaction was cooled down to room temperature, evaporated, taken up in ethyl acetate and washed with water and brine, dried, evaporated under reduced pressure. Column chrom... Product: COC(=O)C=1C=NC=C(C1)OC1=CC2=C(N(C(=N2)NC2=CC=C(C=C2)Br)C)C=C1 (methyl5-{2-[(4-bromophenyl)amino]-1-methylbenzimidazol-5-yloxy}pyridine-3-carboxylate). Run in CO (methanol). RXN SMILES: [CH3:1][O:2][C:3]([C:5]1[CH:6]=[N:7][CH:8]=[C:9]([O:11][C:12]2[CH:17]=[CH:16][C:15]([NH:18][CH3:19])=[C:14]([NH2:20])[CH:13]=2)[CH:10]=1)=[O:4].[Br:21][C:22]1[CH:27]=[CH:26][C:25]([N:28]=[C:29]=S)=[CH:24][CH:23]=1.CI>CO>[CH3:1][O:2][C:3]([C:5]1[CH:6]=[N:7][CH:8]=[C:9]([O:11][C:12]2[CH:17]=[CH:16][C:15]3[N:18]([CH3:19])[C:29]([NH:28][C:25]4[CH:26]=[CH:27][C:22]([Br:21])=[CH:23][CH:24]=4)=[N:20][C:14]=3[CH:13]=2)[CH:10]=1)=[O:4]. Conditions: time 2 hour. The reactants are COC(=O)C=1C=NC=C(C1)OC1=CC(=C(C=C1)NC)N (methyl5-[3-amino-4-(methylamino)phenoxy]pyridine-3-carboxylate), BrC1=CC=C(C=C1)N=C=S (4-bromophenylisothiocyanate), CI (methyl iodide). Starting materials: CC(=O)OC(C)=O, O=CO, C1CCOC1, c1ccc(-n2nc(N3CCNCC3)c3ccccc32)cc1. Product: O=CN1CCN(c2nn(-c3ccccc3)c3ccccc23)CC1. RXN SMILES: [CH3:1][C:2]([O:3][C:5]([CH3:4])=[O:7])=[O:6].[CH:8]([OH:9])=[O:10].[O:32]1[CH2:33][CH2:34][CH2:35][CH2:36]1.[c:11]1(-[n:17]2[n:18][c:19]([N:26]3[CH2:27][CH2:28][NH:29][CH2:30][CH2:31]3)[c:20]3[cH:21][cH:22][cH:23][cH:24][c:25]23)[cH:12][cH:13][cH:14][cH:15][cH:16]1>>[CH:5](=[O:7])[N:29]1[CH2:28][CH2:27][N:26]([c:19]2[n:18][n:17](-[c:11]3[cH:12][cH:13][cH:14][cH:15][cH:16]3)[c:25]3[c:20]2[cH:21][cH:22][cH:23][cH:24]3)[CH2:31][CH2:30]1. Product: CO\N=C(/C(=O)NC1[C@@H]2N(C(=C(CS2)COC(N)=O)C(=O)OCOC(C(C)(C)C)=O)C1=O)\C=1N=CSC1 (Pivaloyloxymethyl 7-[(Z)-2-methoxyimino-2-(thiazol-4-yl)acetamido]-3-carbamoyloxymethyl-3-cephem-4-carboxylate). Starting materials: O.O.Cl[Sn]Cl (SnCl2.2H2O), CO\N=C(/C(=O)NC1[C@@H]2N(C(=C(CS2=O)COC(N)=O)C(=O)OCOC(C(C)(C)C)=O)C1=O)\C=1N=CSC1 (Pivaloyloxymethyl 7-[(Z)-2-methoxyimino-2-(thiazol-4-yl)acetamido]-3-carbamoyloxymethyl-3-cephem-4-carboxylate-1-oxide), C(C)(=O)Cl (Acetyl chloride). Isolated yield 42.4%. RXN SMILES: [CH3:1][O:2]/[N:3]=[C:4](/[C:34]1[N:35]=[CH:36][S:37][CH:38]=1)\[C:5]([NH:7][CH:8]1[C:32](=[O:33])[N:10]2[C:11]([C:21]([O:23][CH2:24][O:25][C:26](=[O:31])[C:27]([CH3:30])([CH3:29])[CH3:28])=[O:22])=[C:12]([CH2:16][O:17][C:18](=[O:20])[NH2:19])[CH2:13][S:14](=O)[C@H:9]12)=[O:6].O.O.Cl[Sn]Cl.C(Cl)(=O)C>CN(C)C=O>[CH3:1][O:2]/[N:3]=[C:4](/[C:34]1[N:35]=[CH:36][S:37][CH:38]=1)\[C:5]([NH:7][CH:8]1[C:32](=[O:33])[N:10]2[C:11]([C:21]([O:23][CH2:24][O:25][C:26](=[O:31])[C:27]([CH3:30])([CH3:29])[CH3:28])=[O:22])=[C:12]([CH2:16][O:17][C:18](=[O:20])[NH2:19])[CH2:13][S:14][C@H:9]12)=[O:6] |f:1.2.3|. Solvent: CN(C=O)C (dimethylformamide). Procedure: The 1-oxide derivative (85 mg) from Example 4 was dissolved in dimethylformamide (2 ml, followed by addition of SnCl2.2H2O (84 mg) and cooling with ice. Acetyl chloride (0.38 ml) was added dropwise to the mixture. Then the ice bath was removed to raise the temperature to 20° C. After stirring for 15 minutes, the reaction mixture was added to cold water (10 ml). The mixture was extracted three times with ethyl acetate (15 ml×3). The ethyl acetate layers, combined together, were washed with water,... Run at temperature 20 celsius, time 15 minute. Reactants: NC1=NC=CN=C1 (2-aminopyrazine), FC1=CC=C(C=O)C=C1 (4-fluorobenzaldehyde), FC1=CC=C(C=C1)[N+]#[C-] (1-fluoro-4-isocyanobenzene), HClO4. Solvent: CO (MeOH), CO (MeOH). Reaction conditions: time 8 hour. The product is FC1=CC=C(C=C1)NC1=C(N=C2N1C=CN=C2)C2=CC=C(C=C2)F (N,2-bis(4-fluorophenyl)imidazo[1,2-a]pyrazin-3-amine). RXN SMILES: [NH2:1][C:2]1[CH:7]=[N:6][CH:5]=[CH:4][N:3]=1.[F:8][C:9]1[CH:16]=[CH:15][C:12]([CH:13]=O)=[CH:11][CH:10]=1.[F:17][C:18]1[CH:23]=[CH:22][C:21]([N+:24]#[C-:25])=[CH:20][CH:19]=1>CO>[F:17][C:18]1[CH:23]=[CH:22][C:21]([NH:24][C:25]2[N:3]3[CH:4]=[CH:5][N:6]=[CH:7][C:2]3=[N:1][C:13]=2[C:12]2[CH:15]=[CH:16][C:9]([F:8])=[CH:10][CH:11]=2)=[CH:20][CH:19]=1. Reported procedure: Example 26 was synthesized by the following way: to a stirred solution of 2-aminopyrazine (683 mg, 7.18 mmol) in 50 mL of MeOH were added 4-fluorobenzaldehyde (1.16 mL, 10.8 mmol), 1-fluoro-4-isocyanobenzene (1.0 g, 8.25 mmol), and followed by 1.0 N HClO4 in MeOH (0.72 mL, 0.72 mmol). The reaction mixture was stirred at room temperature overnight. The reaction mixture was concentrated and the residue was subjected to flash chromatography purification. The collected organic solution was concentra... Reactants: [Cl-].[NH3+]CCCCC(=O)C=1C=[NH+]C=CC1.[Cl-] (3-(5-Ammoniopentanoyl)pyridinium chloride), C1(=CC=CC=C1)C1=CC=C(O1)C=O (5-Phenyl-2-furaldehyde). Run in C(C)(C)O (isopropanol). Reaction conditions: temperature 85 celsius, time 6 hour. Yields the product Cl.Cl.C1(=CC=CC=C1)C1=CC=C(O1)C=C1C(=NCCC1)C=1C=NC=CC1 (3-(3-((5-phenylfuran-2-yl)methylene)-3,4,5,6-tetrahydropyridin-2-yl)pyridine dihydrochloride). Yield: 181.8%. Reaction SMILES: [Cl-:1].[NH3+:2][CH2:3][CH2:4][CH2:5][CH2:6][C:7]([C:9]1[CH:10]=[NH+:11][CH:12]=[CH:13][CH:14]=1)=O.[Cl-].[C:16]1([C:22]2[O:26][C:25]([CH:27]=O)=[CH:24][CH:23]=2)[CH:21]=[CH:20][CH:19]=[CH:18][CH:17]=1>C(O)(C)C>[ClH:1].[ClH:1].[C:16]1([C:22]2[O:26][C:25]([CH:27]=[C:6]3[CH2:5][CH2:4][CH2:3][N:2]=[C:7]3[C:9]3[CH:10]=[N:11][CH:12]=[CH:13][CH:14]=3)=[CH:24][CH:23]=2)[CH:21]=[CH:20][CH:19]=[CH:18][CH:17]=1 |f:0.1.2,5.6.7|. Procedure details: 3-(5-Ammoniopentanoyl)pyridinium chloride (188 mg, 0.75 mmol) was transferred to a reaction vessel and treated with isopropanol (12 mL). 5-Phenyl-2-furaldehyde (193 mg, 1.12 mmol) was added, the reaction vessel was sealed, and the reaction was heated to 85° C. with stirring for 6 hours. The reaction was then cooled to room temperature, and the precipitate was recovered by vacuum filtration, washed with isopropanol and ether then dried under vacuum giving 264 mg (91%) of an orange solid. LC-MS: R...